Dataset: the Open Reaction Database (ORD), a public repository of structured organic reaction records. Task: describe an organic reaction: reactants, conditions, products, and yield The reactants are N1CCS(CC1)(=O)=O (thiomorpholine 1,1-dioxide), C(=O)([O-])[O-].[K+].[K+] (K2CO3), BrC=1C=NC(=NC1)Cl (5-Bromo-2-chloropyrimidine). The solvent is CN(C)C=O (DMF). Reaction conditions: time 2 hour. The product is BrC=1C=NC(=NC1)N1CCS(CC1)(=O)=O (4-(5-bromopyrimidin-2-yl)thiomorpholine 1,1-dioxide). Isolated yield 31.6%. RXN SMILES: [Br:1][C:2]1[CH:3]=[N:4][C:5](Cl)=[N:6][CH:7]=1.[NH:9]1[CH2:14][CH2:13][S:12](=[O:16])(=[O:15])[CH2:11][CH2:10]1.C([O-])([O-])=O.[K+].[K+]>CN(C=O)C>[Br:1][C:2]1[CH:3]=[N:4][C:5]([N:9]2[CH2:14][CH2:13][S:12](=[O:16])(=[O:15])[CH2:11][CH2:10]2)=[N:6][CH:7]=1 |f:2.3.4|. Procedure: 5-Bromo-2-chloropyrimidine (400 mg) was dissolved in DMF (4 ml), and thiomorpholine 1,1-dioxide (308 mg) and K2CO3 (857 mg) were added thereto, followed by stirring at room temperature for 2 hours. The reaction mixture was concentrated under reduced pressure, and then a saturated aqueous sodium hydrogen carbonate solution was added thereto, followed by extraction with CHCl3. The organic layer was dried over Na2SO4 and then concentrated under reduced pressure. The obtained residue was purified by... Reactants: CC(=O)OC(C)=O, C[N+](C)(C)CC(O)CC(=O)[O-], CCOC(C)=O, [Na+], O=C([O-])O, O, C[N+](C)(C)CC(O)CC(=O)[O-]. The product is C[N+](C)(C)CC(O)CC(=O)[O-]. As a reaction SMILES: [CH3:12][C:13]([O:14][C:15](=[O:16])[CH3:17])=[O:18].[CH3:24][N+:25]([CH2:26][CH:27]([CH2:28][C:29](=[O:30])[O-:31])[OH:32])([CH3:33])[CH3:34].[CH3:36][CH2:37][O:38][C:39](=[O:40])[CH3:41].[Na+:23].[O-:19][C:20]([OH:21])=[O:22].[OH2:35].[OH:1][CH:2]([CH2:3][N+:4]([CH3:5])([CH3:6])[CH3:7])[CH2:8][C:9]([O-:10])=[O:11]>>[OH:1][CH:2]([CH2:3][N+:4]([CH3:5])([CH3:6])[CH3:7])[CH2:8][C:9](=[O:10])[O-:11]. Reactants: O=C1N(C(CC1)=O)C1=CC=C(C=N1)C=CC(=O)N(CC1=C(C2=C(S1)C=CC=C2)C)C (3-[6-(2,5-dioxo-pyrrolidin-1-yl)pyridin-3-yl]-N-methyl-N-(3-methyl-benzo[b]thiophen-2-ylmethyl)acrylamide), N (ammonia), O=C1N(C(CC1)=O)C1=CC=C(C=N1)/C=C/C(=O)N(CC=1N(C2=CC=CC=C2C1)C)C ((E)-3-[6-(2,5-dioxo-pyrrolidin-1-yl)-pyridin-3-yl]-N-methyl-N-(1-methyl-1H-indol-2-ylmethyl)acrylamide), CN1CCNCC1 (1-methylpiperazine). The product is CN(C(=O)/C=C/C=1C=CC(=NC1)NC(CCC(=O)N1CCN(CC1)C)=O)CC1=C(C2=C(S1)C=CC=C2)C ((E)-N-(5-{2-[Methyl-(3-methyl-benzo[b]thiophen-2-ylmethyl)carbamoyl]vinyl}pyridin-2-yl)-4(4-methyl-piperazin-1-yl)-4-oxo-butyramide). Isolated yield 51.0%. RXN SMILES: [O:1]=[C:2]1[CH2:6][CH2:5][C:4](=[O:7])[N:3]1[C:8]1[N:13]=[CH:12][C:11]([CH:14]=[CH:15][C:16]([N:18]([CH3:30])[CH2:19][C:20]2[S:24][C:23]3[CH:25]=[CH:26][CH:27]=[CH:28][C:22]=3[C:21]=2[CH3:29])=[O:17])=[CH:10][CH:9]=1.O=C1CCC(=O)N1C1N=CC(/C=C/C([N:48]([CH3:60])[CH2:49][C:50]2[N:51]([CH3:59])[C:52]3C(C=2)=CC=CC=3)=O)=CC=1.CN1CCNCC1.N>>[CH3:30][N:18]([CH2:19][C:20]1[S:24][C:23]2[CH:25]=[CH:26][CH:27]=[CH:28][C:22]=2[C:21]=1[CH3:29])[C:16](/[CH:15]=[CH:14]/[C:11]1[CH:10]=[CH:9][C:8]([NH:3][C:4](=[O:7])[CH2:5][CH2:6][C:2]([N:48]2[CH2:49][CH2:50][N:51]([CH3:59])[CH2:52][CH2:60]2)=[O:1])=[N:13][CH:12]=1)=[O:17]. Procedure details: According to the procedure of Example 110 except substituting 3-[6-(2,5-dioxo-pyrrolidin-1-yl)pyridin-3-yl]-N-methyl-N-(3-methyl-benzo[b]thiophen-2-ylmethyl)acrylamide for the (E)-3-[6-(2,5-dioxo-pyrrolidin-1-yl)-pyridin-3-yl]-N-methyl-N-(1-methyl-1H-indol-2-ylmethyl)acrylamide, and substituting 1-methylpiperazine for the ammonia, the title compound (0.53 g, 51%) was prepared as a light yellow solid: 1H NMR 300 MHz, DMSO-d6) δ 10.71 (br s, 1H), 8.74-8.61 (m, 1H), 8.22-8.15 (m, 1H), 8.13-8.05 (m,... Reactants: C=C=O, Cc1ccc(C2CCC(C3CCC(C=O)CC3)CC2)cc1, CCOC(C)=O, [Cl-], [Cl-], [Fe+2]. Yields the product Cc1ccc(C2CCC(C3CCC(C4CC(=O)O4)CC3)CC2)cc1. RXN SMILES: [CH2:22]=[C:23]=[O:24].[CH3:1][c:2]1[cH:3][cH:4][c:5]([CH:8]2[CH2:9][CH2:10][CH:11]([CH:14]3[CH2:15][CH2:16][CH:17]([CH:20]=[O:21])[CH2:18][CH2:19]3)[CH2:12][CH2:13]2)[cH:6][cH:7]1.[CH3:25][CH2:26][O:27][C:28](=[O:29])[CH3:30].[Cl-:31].[Cl-:33].[Fe+2:32]>>[CH3:1][c:2]1[cH:3][cH:4][c:5]([CH:8]2[CH2:9][CH2:10][CH:11]([CH:14]3[CH2:15][CH2:16][CH:17]([CH:20]4[O:21][C:23](=[O:24])[CH2:22]4)[CH2:18][CH2:19]3)[CH2:12][CH2:13]2)[cH:6][cH:7]1. The reactants are ClC=1C=C(C=C(C1)Cl)C1=CC(=NC2=CC(=CC=C12)CN1N=NC(=C1)[C@@](CC)(C(F)(F)F)O)C#N ((S)-4-(3,5-dichlorophenyl)-7-({4-[1-hydroxy-1-(trifluoromethyl)propyl]-1H-1,2,3-triazol-1-yl}methyl)quinoline-2-carbonitrile), C(=O)([O-])[O-].C(=O)([O-])[O-].OO.OO.OO.[Na+].[Na+].[Na+].[Na+] (sodium percarbonate). Solvent: CC(=O)C (acetone), O (water), O (water). Conditions: time 1.5 hour. The product is ClC=1C=C(C=C(C1)Cl)C1=CC(=NC2=CC(=CC=C12)CN1N=NC(=C1)[C@@](CC)(C(F)(F)F)O)C(=O)N ((S)-4-(3,5-dichlorophenyl)-7-({4-[1-hydroxy-1-(trifluoromethyl)propyl]-1H-1,2,3-triazol-1-yl}methyl)quinoline-2-carboxamide). As a reaction SMILES: [Cl:1][C:2]1[CH:3]=[C:4]([C:9]2[C:18]3[C:13](=[CH:14][C:15]([CH2:19][N:20]4[CH:24]=[C:23]([C@:25]([OH:32])([C:28]([F:31])([F:30])[F:29])[CH2:26][CH3:27])[N:22]=[N:21]4)=[CH:16][CH:17]=3)[N:12]=[C:11]([C:33]#[N:34])[CH:10]=2)[CH:5]=[C:6]([Cl:8])[CH:7]=1.C([O-])([O-])=[O:36].C([O-])([O-])=O.OO.OO.OO.[Na+].[Na+].[Na+].[Na+]>CC(C)=O.O>[Cl:1][C:2]1[CH:3]=[C:4]([C:9]2[C:18]3[C:13](=[CH:14][C:15]([CH2:19][N:20]4[CH:24]=[C:23]([C@:25]([OH:32])([C:28]([F:31])([F:29])[F:30])[CH2:26][CH3:27])[N:22]=[N:21]4)=[CH:16][CH:17]=3)[N:12]=[C:11]([C:33]([NH2:34])=[O:36])[CH:10]=2)[CH:5]=[C:6]([Cl:8])[CH:7]=1 |f:1.2.3.4.5.6.7.8.9|. Reported procedure: To a solution of (S)-4-(3,5-dichlorophenyl)-7-({4-[1-hydroxy-1-(trifluoromethyl)propyl]-1H-1,2,3-triazol-1-yl}methyl)quinoline-2-carbonitrile (30 mg, 0.059 mmol) in acetone (1.5 mL) and water (1 mL) was added sodium percarbonate (28 mg, 0.18 mmol). After 1.5 h at 50° C., the reaction was diluted with water and extracted with EtOAc. The combined organic layers were washed with brine, dried over Na2SO4, filtered and concentrated under reduce pressure. Purification on silica gel (eluting with aceto... Reactants: COC(=O)c1c(C)cccc1[N+](=O)[O-], ClC(Cl)(Cl)Cl, CC(C)(C#N)N=NC(C)(C)C#N, O=C1CCC(=O)N1Br. The product is COC(=O)c1c(CBr)cccc1[N+](=O)[O-]. Reaction SMILES: [CH3:1][c:2]1[c:3]([C:4](=[O:5])[O:6][CH3:7])[c:8]([N+:12](=[O:13])[O-:14])[cH:9][cH:10][cH:11]1.[Cl:35][C:36]([Cl:37])([Cl:38])[Cl:39].[N:23]#[C:24][C:25]([N:26]=[N:27][C:28]([C:29]#[N:30])([CH3:31])[CH3:32])([CH3:33])[CH3:34].[O:15]=[C:16]1[N:17]([Br:22])[C:18](=[O:19])[CH2:20][CH2:21]1>>[CH2:1]([c:2]1[c:3]([C:4](=[O:5])[O:6][CH3:7])[c:8]([N+:12](=[O:13])[O-:14])[cH:9][cH:10][cH:11]1)[Br:22]. Starting materials: ClC(=O)N1C2=C(NC(C3=C1C=CC=C3)=O)C=CC=N2 (11-(chlorocarbonyl)-5,11-dihydro-6H-pyrido[2,3-b][1,4]benzodiazepin-6-one), C([O-])([O-])=O.[Na+].[Na+] (sodium carbonate), C(C)N(CC)CC1N(CCCC1)CCN (2-[2-[(diethylamino)-methyl]-piperidin-1-yl]ethanamine). Run in C(C)#N (acetonitrile). Yields the product C(C)N(CC)CC1N(CCCC1)CCNC(=O)N1C2=C(NC(C3=C1C=CC=C3)=O)C=CC=N2 (11-[[[2-[2-[(Diethylamino)methyl]-piperidin-1-yl]ethyl]amino]carbonyl]-5,11-dihydro-6H-pyrido[2,3-b][1,4]benzodiazepin-6-one). Reaction SMILES: Cl[C:2]([N:4]1[C:10]2[CH:11]=[CH:12][CH:13]=[CH:14][C:9]=2[C:8](=[O:15])[NH:7][C:6]2[CH:16]=[CH:17][CH:18]=[N:19][C:5]1=2)=[O:3].C(=O)([O-])[O-].[Na+].[Na+].[CH2:26]([N:28]([CH2:31][CH:32]1[CH2:37][CH2:36][CH2:35][CH2:34][N:33]1[CH2:38][CH2:39][NH2:40])[CH2:29][CH3:30])[CH3:27]>C(#N)C>[CH2:26]([N:28]([CH2:31][CH:32]1[CH2:37][CH2:36][CH2:35][CH2:34][N:33]1[CH2:38][CH2:39][NH:40][C:2]([N:4]1[C:10]2[CH:11]=[CH:12][CH:13]=[CH:14][C:9]=2[C:8](=[O:15])[NH:7][C:6]2[CH:16]=[CH:17][CH:18]=[N:19][C:5]1=2)=[O:3])[CH2:29][CH3:30])[CH3:27] |f:1.2.3|. Procedure details: 3.2 g (0.0117 mol) of 11-(chlorocarbonyl)-5,11-dihydro-6H-pyrido[2,3-b][1,4]benzodiazepin-6-one and 1.27 g (0.012 mol) of anhydrous sodium carbonate were heated to 60° C. for 4 hours in 100 ml of dry acetonitrile together with 3.0 g (0.014 mol) of 2-[2-[(diethylamino)-methyl]-piperidin-1-yl]ethanamine with stirring. The mixture was filtered while hot, the filtrate was cooled and the substance which crystallised out was suction filtered. 2.7 g (51% of theory) of colourless cyrstals were obtained,... Starting materials: CC(N)C(=O)O, Cl, [Na+], C1CCOC1, O=C(Cl)C1CNCCO1, [OH-], O. The product is CC(NC(=O)C1CNCCO1)C(=O)O. Reaction SMILES: [CH3:1][CH:2]([NH2:3])[C:4]([OH:5])=[O:6].[ClH:18].[Na+:8].[O:19]1[CH2:20][CH2:21][CH2:22][CH2:23]1.[O:9]1[CH:10]([C:15](=[O:16])[Cl:17])[CH2:11][NH:12][CH2:13][CH2:14]1.[OH-:7].[OH2:24]>>[CH3:1][CH:2]([NH:3][C:15]([CH:10]1[O:9][CH2:14][CH2:13][NH:12][CH2:11]1)=[O:16])[C:4]([OH:5])=[O:6]. Reactants: [BH3-]C#N, C=O, CC(=O)O, CO, [Na+], c1ccc(-c2[nH]c3ccccc3c2CC2CCCCN2)cc1. The product is CN1CCCCC1Cc1c(-c2ccccc2)[nH]c2ccccc12. Reaction SMILES: [C:23]([BH3-:24])#[N:25].[CH2:27]=[O:28].[CH3:29][C:30](=[O:31])[OH:32].[CH3:33][OH:34].[Na+:26].[c:1]1(-[c:7]2[nH:8][c:9]3[cH:10][cH:11][cH:12][cH:13][c:14]3[c:15]2[CH2:16][CH:17]2[NH:18][CH2:19][CH2:20][CH2:21][CH2:22]2)[cH:2][cH:3][cH:4][cH:5][cH:6]1>>[c:1]1(-[c:7]2[nH:8][c:9]3[cH:10][cH:11][cH:12][cH:13][c:14]3[c:15]2[CH2:16][CH:17]2[N:18]([CH3:23])[CH2:19][CH2:20][CH2:21][CH2:22]2)[cH:2][cH:3][cH:4][cH:5][cH:6]1. Reactants: ice water, CC(=O)C1=CC=C(C=C1)OC (4-methoxyacetophenone), COC1=C(C(=O)OC)C=CC=C1OC (methyl 2,3-dimethoxybenzoate), [H-].[Na+] (NaH). Solvent: CN(C)C=O (DMF). Reaction conditions: time 24 hour. The product is COC1=C(C=CC=C1OC)C(CC(=O)C1=CC=C(C=C1)OC)=O (1-(2,3-dimethoxy-phenyl)-3-(4-methoxy-phenyl)-propane-1,3-dione). Yield: 74.2%. RXN SMILES: [CH3:1][C:2]([C:4]1[CH:9]=[CH:8][C:7]([O:10][CH3:11])=[CH:6][CH:5]=1)=[O:3].[CH3:12][O:13][C:14]1[C:23]([O:24][CH3:25])=[CH:22][CH:21]=[CH:20][C:15]=1[C:16](OC)=[O:17].[H-].[Na+]>CN(C=O)C>[CH3:12][O:13][C:14]1[C:23]([O:24][CH3:25])=[CH:22][CH:21]=[CH:20][C:15]=1[C:16](=[O:17])[CH2:1][C:2]([C:4]1[CH:9]=[CH:8][C:7]([O:10][CH3:11])=[CH:6][CH:5]=1)=[O:3] |f:2.3|. Procedure details: To a solution of 4-methoxyacetophenone (2.0 g, 13.3 mmol) and methyl 2,3-dimethoxybenzoate (3.135 g, 15.98 mmol) in DMF (100 mL), was added a NaH (1.065 g, 26.63 mmol) and the reaction mixture was stirred for 24 h at rt under N2. The reaction mixture was poured into ice water and products were extracted with EtOAc. The organic layer was separated, washed with water, dried and concentrated to afford 1-(2,3-dimethoxy-phenyl)-3-(4-methoxy-phenyl)-propane-1,3-dione (3.1 g, 74%).